From a dataset of the Open Reaction Database (ORD), a public repository of structured organic reaction records. describe an organic reaction: reactants, conditions, products, and yield The solvent is C1CCOC1.CN(C)C=O (THF DMF). Yields the product C(C)OP(OCC)(=O)CCOCCOCCOCCNC([C@H](CSC[C@@H](COCCCCCCCCCCCC)NC(CCCCCCCCCCC)=O)N)=O (diethyl((14R,18R)-14-amino-18-dodecanamido-13-oxo-3,6,9,20-tetraoxa-16-thia-12-azadotriacontyl)phosphonate). Reported procedure: To a solution of ((9H-fluoren-9-yl)methyl((14R,18R)-1-(diethoxyphosphoryl)-18-dodecanamido-13-oxo-3,6,9,20-tetraoxa-16-thia-12-azadotriacontan-14-yl)carbamate (1 eq) was added 20% piperidine (50 eq) in 4:1 THF/DMF. The resulting solution was stirred for 15 minutes at 25° C. and then concentrated en vaccuo. The crude mixture was purified by flash chromatography on a COMBIFLASH® system (ISCO) using 0-10% MeOH/DCM to give the title product as a white solid. Conditions: temperature 25 celsius, time 15 minute. Reaction SMILES: C1C2C(OC(=O)[N:16](C)[C@@H:17]([CH2:40][S:41][CH2:42][C@H:43]([NH:58][C:59](=[O:71])[CH2:60][CH2:61][CH2:62][CH2:63][CH2:64][CH2:65][CH2:66][CH2:67][CH2:68][CH2:69][CH3:70])[CH2:44][O:45][CH2:46][CH2:47][CH2:48][CH2:49][CH2:50][CH2:51][CH2:52][CH2:53][CH2:54][CH2:55][CH2:56][CH3:57])[C:18](=[O:39])[NH:19][CH2:20][CH2:21][O:22][CH2:23][CH2:24][O:25][CH2:26][CH2:27][O:28][CH2:29][CH2:30][P:31]([O:36][CH2:37][CH3:38])([O:33][CH2:34][CH3:35])=[O:32])C3C(=CC=CC=3)C=2C=CC=1.N1CCCCC1>C1COCC1.CN(C=O)C>[CH2:34]([O:33][P:31]([CH2:30][CH2:29][O:28][CH2:27][CH2:26][O:25][CH2:24][CH2:23][O:22][CH2:21][CH2:20][NH:19][C:18](=[O:39])[C@@H:17]([NH2:16])[CH2:40][S:41][CH2:42][C@H:43]([NH:58][C:59](=[O:71])[CH2:60][CH2:61][CH2:62][CH2:63][CH2:64][CH2:65][CH2:66][CH2:67][CH2:68][CH2:69][CH3:70])[CH2:44][O:45][CH2:46][CH2:47][CH2:48][CH2:49][CH2:50][CH2:51][CH2:52][CH2:53][CH2:54][CH2:55][CH2:56][CH3:57])(=[O:32])[O:36][CH2:37][CH3:38])[CH3:35] |f:2.3|. Starting materials: C1=CC=CC=2C3=CC=CC=C3C(C12)OC(N([C@H](C(NCCOCCOCCOCCP(=O)(OCC)OCC)=O)CSC[C@@H](COCCCCCCCCCCCC)NC(CCCCCCCCCCC)=O)C)=O ((9H-fluoren-9-yl)methyl((14R,18R)-1-(diethoxyphosphoryl)-18-dodecanamido-13-oxo-3,6,9,20-tetraoxa-16-thia-12-azadotriacontan-14-yl)carbamate), N1CCCCC1 (piperidine). Reactants: C(=O)([O-])[O-].[K+].[K+] (K2CO3), FC1(CCN(CC1)CC(=O)Cl)F (2-(4,4-difluoropiperidin-1-yl)acetyl chloride), CC1=C(SC=2N=CNC(C21)=O)C(=O)N2CCN(CC2)C2=CC=CC=C2 (5-methyl-6-(4-phenylpiperazine-1-carbonyl)thieno[2,3-d]pyrimidin-4(3H)-one). Solvent: CC#N (CH3CN). The product is FC1(CCN(CC1)C(CN1C=NC2=C(C1=O)C(=C(S2)C(=O)N2CCN(CC2)C2=CC=CC=C2)C)=O)F (3-(2-(4,4-difluoropiperidin-1-yl)-2-oxoethyl)-5-methyl-6-(4-phenyl piperazine-1 carbonyl)thieno[2,3-d]pyrimidin-4(3H)-one). The yield is 49.8%. RXN SMILES: [CH3:1][C:2]1[C:10]2[C:9](=[O:11])[NH:8][CH:7]=[N:6][C:5]=2[S:4][C:3]=1[C:12]([N:14]1[CH2:19][CH2:18][N:17]([C:20]2[CH:25]=[CH:24][CH:23]=[CH:22][CH:21]=2)[CH2:16][CH2:15]1)=[O:13].C([O-])([O-])=[O:27].[K+].[K+].[F:32][C:33]1([F:43])[CH2:38][CH2:37][N:36]([CH2:39][C:40](Cl)=O)[CH2:35][CH2:34]1>CC#N>[F:32][C:33]1([F:43])[CH2:38][CH2:37][N:36]([C:39](=[O:27])[CH2:40][N:8]2[C:9](=[O:11])[C:10]3[C:2]([CH3:1])=[C:3]([C:12]([N:14]4[CH2:19][CH2:18][N:17]([C:20]5[CH:25]=[CH:24][CH:23]=[CH:22][CH:21]=5)[CH2:16][CH2:15]4)=[O:13])[S:4][C:5]=3[N:6]=[CH:7]2)[CH2:35][CH2:34]1 |f:1.2.3|. Procedure: To a suspension of 5-methyl-6-(4-phenylpiperazine-1-carbonyl)thieno[2,3-d]pyrimidin-4(3H)-one, (0.4 g, 1.13 mmol) in CH3CN (5 mL) was added K2CO3 (0.156 g, mmol), KI (0.182 g, 1.13 mmol), and 2-(4,4-difluoropiperidin-1-yl)acetyl chloride (0.223 g, 1.13 mmol). The reaction mixture was refluxed overnight and then quenched with H2O (20 mL). The resultant precipitate was filtered and dried to provide a crude solid which was purified by flash chromatography (Et2O:DCM, 1:1) providing 0.29 g of pure 3-... The reactants are C(\C=C/C(=O)O)(=O)O (maleic acid), CN1CC(CCC1)CC(=O)C1=CC(=CC=C1)F (1-methyl-3-(3-fluorophenacyl)-piperidine), C(C)OCC (diethyl ether). The solvent is C(C)(=O)OCC (ethyl acetate). Yields the product C(\C=C/C(=O)O)(=O)O.CN1CC(CCC1)CC(=O)C1=CC(=CC=C1)F (1-methyl-3-(3-fluorophenacyl)-piperidine, maleate salt). The yield is 75.6%. RXN SMILES: [C:1]([OH:8])(=[O:7])/[CH:2]=[CH:3]\[C:4]([OH:6])=[O:5].[CH3:9][N:10]1[CH2:15][CH2:14][CH2:13][CH:12]([CH2:16][C:17]([C:19]2[CH:24]=[CH:23][CH:22]=[C:21]([F:25])[CH:20]=2)=[O:18])[CH2:11]1.C(OCC)C>C(OCC)(=O)C>[C:1]([OH:8])(=[O:7])/[CH:2]=[CH:3]\[C:4]([OH:6])=[O:5].[CH3:9][N:10]1[CH2:15][CH2:14][CH2:13][CH:12]([CH2:16][C:17]([C:19]2[CH:24]=[CH:23][CH:22]=[C:21]([F:25])[CH:20]=2)=[O:18])[CH2:11]1 |f:4.5|. Procedure: To a solution of 2.2 g of maleic acid in 40 ml of ethyl acetate was added 3.9 g of 1-methyl-3-(3-fluorophenacyl)-piperidine, followed by the addition of diethyl ether. The oil which separated was induced to crystallize and the resulting crystals were isolated by filtration and recrystallized from ethyl acetate to give 4.4 g of 1-methyl-3-(3-fluorophenacyl)-piperidine, maleate salt. The following elemental analysis was obtained; Reactants: O=C([O-])[O-], OCCBr, CN(C)C=O, CCCNC(=O)Nc1ccc(Oc2ncnc3cc(O)c(OC)cc23)cc1Cl, [K+], [K+]. Product: CCCNC(=O)Nc1ccc(Oc2ncnc3cc(OCCO)c(OC)cc23)cc1Cl. As a reaction SMILES: [C:29](=[O:30])([O-:31])[O-:32].[CH2:35]([CH2:36][OH:37])[Br:38].[CH3:39][N:40]([CH3:41])[CH:42]=[O:43].[Cl:1][c:2]1[c:3]([NH:22][C:23](=[O:24])[NH:25][CH2:26][CH2:27][CH3:28])[cH:4][cH:5][c:6]([O:8][c:9]2[n:10][cH:11][n:12][c:13]3[cH:14][c:15]([OH:21])[c:16]([O:19][CH3:20])[cH:17][c:18]23)[cH:7]1.[K+:33].[K+:34]>>[Cl:1][c:2]1[c:3]([NH:22][C:23](=[O:24])[NH:25][CH2:26][CH2:27][CH3:28])[cH:4][cH:5][c:6]([O:8][c:9]2[n:10][cH:11][n:12][c:13]3[cH:14][c:15]([O:21][CH2:35][CH2:36][OH:37])[c:16]([O:19][CH3:20])[cH:17][c:18]23)[cH:7]1. Product: COC(=O)c1ccc2c(c(Br)nn2C(c2ccccc2)(c2ccccc2)c2ccccc2)c1F. RXN SMILES: [CH3:1][O:2][C:3](=[O:4])[c:5]1[c:6]([F:15])[c:7]2[c:8]([Br:14])[n:9][nH:10][c:11]2[cH:12][cH:13]1.[H-:16].[Na+:17].[Na+:38].[O:43]1[CH2:44][CH2:45][CH2:46][CH2:47]1.[OH:39][C:40](=[O:41])[O-:42].[c:18]1([C:24]([c:25]2[cH:26][cH:27][cH:28][cH:29][cH:30]2)([c:31]2[cH:32][cH:33][cH:34][cH:35][cH:36]2)[Cl:37])[cH:19][cH:20][cH:21][cH:22][cH:23]1>>[CH3:1][O:2][C:3](=[O:4])[c:5]1[c:6]([F:15])[c:7]2[c:8]([Br:14])[n:9][n:10]([C:24]([c:18]3[cH:19][cH:20][cH:21][cH:22][cH:23]3)([c:25]3[cH:26][cH:27][cH:28][cH:29][cH:30]3)[c:31]3[cH:32][cH:33][cH:34][cH:35][cH:36]3)[c:11]2[cH:12][cH:13]1. The reactants are COC(=O)c1ccc2[nH]nc(Br)c2c1F, [H-], [Na+], [Na+], C1CCOC1, O=C([O-])O, ClC(c1ccccc1)(c1ccccc1)c1ccccc1.